Dataset: the Open Reaction Database (ORD), a public repository of structured organic reaction records. Task: describe an organic reaction: reactants, conditions, products, and yield Starting materials: COC=1C=C(C(=O)Cl)C=CC1C (3-methoxy-4-methylbenzoyl chloride), N1=C(C=CC=C1C)C (2,6-lutidine), [H][H] (hydrogen). The reagents and catalysts are [Pd] (palladium on carbon). Solvent: C1CCOC1 (THF). Product: COC=1C=C(C=O)C=CC1C (3-Methoxy-4-methylbenzaldehyde). Reaction SMILES: [CH3:1][O:2][C:3]1[CH:4]=[C:5]([CH:9]=[CH:10][C:11]=1[CH3:12])[C:6](Cl)=[O:7].N1C(C)=CC=CC=1C.[H][H]>[Pd].C1COCC1>[CH3:1][O:2][C:3]1[CH:4]=[C:5]([CH:9]=[CH:10][C:11]=1[CH3:12])[CH:6]=[O:7]. Reported procedure: A mixture of 5.0 g (27.08 mmol) of 3-methoxy-4-methylbenzoyl chloride, 4.0 ml (34.34 mmol) of 2,6-lutidine and 400 mg of 10% palladium on carbon in 40 ml of THF was rapidly stirred under an atmosphere of hydrogen until no more hydrogen was taken up. Filtration and extraction with ethyl acetate gave title compound as a light yellow oil. Starting materials: N1CCCC2=CC=CC=C12 (1,2,3,4-tetrahydroquinoline), C(\C=C/C(=O)O)(=O)O.N1(CCC2=CC=CC=C12)C1=C(C=C(C=C1)F)NC(=O)N1CCN(CC1)C (N-[2-(2,3-dihydro-1H-indol-1-yl)-5-fluorophenyl]-4-methyl-1-piperazine carboxamide maleate), BrC=1C=CC(=C(C1)[N+](=O)[O-])F (5-bromo-2-fluoronitrobenzene), 1a. Yields the product BrC1=CC(=C(C=C1)N1CCCC2=CC=CC=C12)[N+](=O)[O-] (1-(4-bromo-2-nitrophenyl)-1,2,3,4-tetrahydroquinoline), NC1=C(C=CC(=C1)Br)N1CCCC2=CC=CC=C12 (1-(2-amino-4-bromophenyl)-1,2,3,4-tetrahydroquinoline), N-[2-{1-(5-bromophenyl)-1,2,3,4-tetrahydroquinolin-1-yl}]-4-methyl-1-piperazine carboxamide, BrC=1C=CC2=C(N=C(C3=C4N2CCCC4=CC=C3)N3CCN(CC3)C)C1 (10-bromo-7-(4-methyl-1-piperazinyl)-2,3-dihydro-1H-quino[1,8-ab][1,5]benzodiazepine). As a reaction SMILES: [NH:1]1[C:10]2[C:5](=[CH:6][CH:7]=[CH:8][CH:9]=2)[CH2:4][CH2:3][CH2:2]1.[Br:11][C:12]1[CH:13]=[CH:14][C:15](F)=[C:16]([N+:18]([O-:20])=[O:19])[CH:17]=1.C(O)(=O)/C=C\C(O)=O.[N:30]1([C:39]2[CH:44]=[CH:43][C:42](F)=[CH:41][C:40]=2[NH:46][C:47]([N:49]2[CH2:54][CH2:53][N:52]([CH3:55])[CH2:51][CH2:50]2)=O)[C:38]2C(=CC=[CH:36][CH:37]=2)CC1>>[Br:11][C:12]1[CH:13]=[CH:14][C:15]([N:1]2[C:10]3[C:5](=[CH:6][CH:7]=[CH:8][CH:9]=3)[CH2:4][CH2:3][CH2:2]2)=[C:16]([N+:18]([O-:20])=[O:19])[CH:17]=1.[NH2:18][C:16]1[CH:17]=[C:12]([Br:11])[CH:13]=[CH:14][C:15]=1[N:30]1[C:39]2[C:40](=[CH:41][CH:42]=[CH:43][CH:44]=2)[CH2:36][CH2:37][CH2:38]1.[Br:11][C:42]1[CH:43]=[CH:44][C:39]2[N:1]3[CH2:2][CH2:3][CH2:4][C:5]4=[CH:6][CH:7]=[CH:8][C:9](=[C:10]34)[C:47]([N:49]3[CH2:54][CH2:53][N:52]([CH3:55])[CH2:51][CH2:50]3)=[N:46][C:40]=2[CH:41]=1 |f:2.3|. Reported procedure: Starting with 1,2,3,4-tetrahydroquinoline and 5-bromo-2-fluoronitrobenzene and following the steps of 1a to 1f of Example 2, one may obtain, in sequence, 1-(4-bromo-2-nitrophenyl)-1,2,3,4-tetrahydroquinoline, 1-(2-amino-4-bromophenyl)-1,2,3,4-tetrahydroquinoline, N-[2-{1-(5-bromophenyl)-1,2,3,4-tetrahydroquinolin-1-yl}]-4-methyl-1-piperazine carboxamide, and 10-bromo-7-(4-methyl-1-piperazinyl)-2,3-dihydro-1H-quino[1,8-ab][1,5]benzodiazepine. Reactants: CC1(CC(NCC1)=O)C (4,4-dimethylpiperidin-2-one), F[B-](F)(F)F.C[O+](C)C (trimethyloxonium tetrafluoroborate), title material. Product: CC1(CCN=C(C1)OC)C (2,3,4,5-tetrahydro-4,4-dimethyl-6-methoxypyridine). Reaction SMILES: [CH3:1][C:2]1([CH3:9])[CH2:7][CH2:6][NH:5][C:4](=[O:8])[CH2:3]1.F[B-](F)(F)F.[CH3:15][O+](C)C>>[CH3:1][C:2]1([CH3:9])[CH2:3][C:4]([O:8][CH3:15])=[N:5][CH2:6][CH2:7]1 |f:1.2|. Procedure: A sample of the title compound of EXAMPLE 168 (636 mg, 5 mmol) was reacted with trimethyloxonium tetrafluoroborate (890 mg, 6 mmol) by the method of EXAMPLE 26 to yield, after chromatography, 550 mg (78%) of the title material. The reactants are BrC1=C(C(=CC=C1)Br)CBr (1,3-Dibromo-2-bromomethyl-benzene), C(C)(=O)[O-].[K+] (potassium acetate). The solvent is CN(C=O)C (N,N-dimethylformamide). Run at temperature 70 celsius. Product: BrC1=C(COC(C)=O)C(=CC=C1)Br (Acetic acid 2,6-dibromo-benzyl ester). Isolated yield 61.1%. RXN SMILES: [Br:1][C:2]1[CH:7]=[CH:6][CH:5]=[C:4]([Br:8])[C:3]=1[CH2:9]Br.[C:11]([O-:14])(=[O:13])[CH3:12].[K+]>CN(C)C=O>[Br:8][C:4]1[CH:5]=[CH:6][CH:7]=[C:2]([Br:1])[C:3]=1[CH2:9][O:14][C:11](=[O:13])[CH3:12] |f:1.2|. Procedure details: To 1,3-Dibromo-2-bromomethyl-benzene (3.35 g, 10.2 mmol) was added potassium acetate (4.00 g, 40.8 mmol) and 25 mL N,N-dimethylformamide. This was heated at 70° C. for 20 minutes. The resulting mixture was partitioned between water and ethyl acetate. The ethyl acetate layer was washed with water, washed with brine, dried over anhydrous magnesium sulfate, concentrated in vacuo, and purified by flash chromatography (gradient elution 0 to 5% ethyl acetate hexanes) to yield Acetic acid 2,6-dibromo-b... Reactants: C1OC=2C=C(OCC(=O)N3CCC(CC3)C(=O)OCC)C=CC2O1 (ethyl 1-(3,4-methylenedioxyphenoxyacetyl)-piperidine-4-carboxylate), [H-].[Al+3].[Li+].[H-].[H-].[H-] (Lithium aluminum hydride), [OH-].[Na+] (sodium hydroxide), C(C)(=O)OCC (ethyl acetate). The solvent is C1CCOC1 (THF), C1CCOC1 (THF). Run at time 30 minute. Product: C1OC=2C=C(OCCN3CCC(CC3)CO)C=CC2O1 (1-[2-(3,4-Methylenedioxyphenoxy)ethyl]-4-hydroxymethylpiperidine). Yield: 97.5%. RXN SMILES: [H-].[Al+3].[Li+].[H-].[H-].[H-].[CH2:7]1[O:30][C:29]2[CH:28]=[CH:27][C:11]([O:12][CH2:13][C:14]([N:16]3[CH2:21][CH2:20][CH:19]([C:22](OCC)=[O:23])[CH2:18][CH2:17]3)=O)=[CH:10][C:9]=2[O:8]1.C(OCC)(=O)C.[OH-].[Na+]>C1COCC1>[CH2:7]1[O:30][C:29]2[CH:28]=[CH:27][C:11]([O:12][CH2:13][CH2:14][N:16]3[CH2:21][CH2:20][CH:19]([CH2:22][OH:23])[CH2:18][CH2:17]3)=[CH:10][C:9]=2[O:8]1 |f:0.1.2.3.4.5,8.9|. Procedure: Lithium aluminum hydride (1.81 g) is suspended in THF (60 ml) under ice-cooling and thereto is added dropwise a solution of ethyl 1-(3,4-methylenedioxyphenoxyacetyl)-piperidine-4-carboxylate (4.00 g) in THF (20 ml). The mixture is stirred at room temperature for 30 minutes, and further stirred under refuxing for 14 hours. To the reaction mixture are added ethyl acetate and a small amount of 1N aqueous sodium hydroxide solution to decompose the excess reducing agent. The mixture is filtered and t... Starting materials: CC(C)(C)c1ccc(Cn2ccc3cc(Br)ccc32)cc1, O=C([O-])[O-], ClCCl, Cl[Pd]Cl, OB(O)c1ccc(OC(F)(F)F)cc1, [K+], [K+], C1COCCO1, O. Yields the product CC(C)(C)c1ccc(Cn2ccc3cc(-c4ccc(OC(F)(F)F)cc4)ccc32)cc1. RXN SMILES: [C:1]([CH3:2])([CH3:3])([CH3:4])[c:5]1[cH:6][cH:7][c:8]([CH2:9][n:10]2[cH:11][cH:12][c:13]3[cH:14][c:15]([Br:19])[cH:16][cH:17][c:18]23)[cH:20][cH:21]1.[C:39](=[O:40])([O-:41])[O-:42].[Cl:36][CH2:37][Cl:38].[Cl:52][Pd:53][Cl:54].[F:22][C:23]([O:24][c:25]1[cH:26][cH:27][c:28]([B:31]([OH:32])[OH:33])[cH:29][cH:30]1)([F:34])[F:35].[K+:43].[K+:44].[O:45]1[CH2:46][CH2:47][O:48][CH2:49][CH2:50]1.[OH2:51]>>[C:1]([CH3:2])([CH3:3])([CH3:4])[c:5]1[cH:6][cH:7][c:8]([CH2:9][n:10]2[cH:11][cH:12][c:13]3[cH:14][c:15](-[c:28]4[cH:27][cH:26][c:25]([O:24][C:23]([F:22])([F:34])[F:35])[cH:30][cH:29]4)[cH:16][cH:17][c:18]23)[cH:20][cH:21]1. Starting materials: CCOC(C)=O, CCOC(=O)C(CCC1CCCCC1)OS(=O)(=O)c1ccc([N+](=O)[O-])cc1, CN1CCOCC1, CCCCCC, Cc1ccc(CN2C(=O)C(N)CCc3ccccc32)cc1. Yields the product CCOC(=O)C(CCC1CCCCC1)NC1CCc2ccccc2N(Cc2ccc(C)cc2)C1=O. Reaction SMILES: [C:62]([O:63][CH2:64][CH3:65])(=[O:66])[CH3:67].[CH2:22]([CH3:23])[O:24][C:25]([CH:26]([CH2:27][CH2:28][CH:29]1[CH2:30][CH2:31][CH2:32][CH2:33][CH2:34]1)[O:35][S:36]([c:37]1[cH:38][cH:39][c:40]([N+:41]([O-:42])=[O:43])[cH:44][cH:45]1)(=[O:46])=[O:47])=[O:48].[CH3:49][N:50]1[CH2:51][CH2:52][O:53][CH2:54][CH2:55]1.[CH3:56][CH2:57][CH2:58][CH2:59][CH2:60][CH3:61].[NH2:1][CH:2]1[C:3](=[O:21])[N:4]([CH2:13][c:14]2[cH:15][cH:16][c:17]([CH3:20])[cH:18][cH:19]2)[c:5]2[c:6]([cH:9][cH:10][cH:11][cH:12]2)[CH2:7][CH2:8]1>>[NH:1]([CH:2]1[C:3](=[O:21])[N:4]([CH2:13][c:14]2[cH:15][cH:16][c:17]([CH3:20])[cH:18][cH:19]2)[c:5]2[c:6]([cH:9][cH:10][cH:11][cH:12]2)[CH2:7][CH2:8]1)[CH:26]([C:25]([O:24][CH2:22][CH3:23])=[O:48])[CH2:27][CH2:28][CH:29]1[CH2:30][CH2:31][CH2:32][CH2:33][CH2:34]1.